This data is from the Open Reaction Database (ORD), a public repository of structured organic reaction records. The task is: describe an organic reaction: reactants, conditions, products, and yield The reactants are CO, CCOC(=O)CCCCOc1ccc(C=O)c(O)c1, [Na+], [OH-]. The product is O=Cc1ccc(OCCCCC(=O)O)cc1O. Reaction SMILES: [CH3:22][OH:23].[CH:3](=[O:4])[c:5]1[c:6]([OH:21])[cH:7][c:8]([O:9][CH2:10][CH2:11][CH2:12][CH2:13][C:14](=[O:15])[O:16][CH2:17][CH3:18])[cH:19][cH:20]1.[Na+:2].[OH-:1]>>[CH:3](=[O:4])[c:5]1[c:6]([OH:21])[cH:7][c:8]([O:9][CH2:10][CH2:11][CH2:12][CH2:13][C:14](=[O:15])[OH:16])[cH:19][cH:20]1. Reactants: CS(=O)(=O)C1=CC=C(C=C1)C(C(CCC(=O)C1=NC=CC=C1)=O)CC1CCOCC1 (5-[4-(methylsulfonyl)phenyl]-1-(pyridin-2-yl)-6-(tetrahydro-2H-pyran-4-yl)hexane-1,4-dione), C(C)(=O)[O-].[NH4+] (ammonium acetate). Run in C(C)(=O)OCC (ethyl acetate), C(C)(=O)O (acetic acid). Conditions: temperature 110 celsius, time 45 minute. Yields the product CS(=O)(=O)C1=CC=C(C=C1)C(CC1CCOCC1)C1=CC=C(N1)C1=NC=CC=C1 (2-(5-{1-[4-(methylsulfonyl)phenyl]-2-(tetrahydro-2H-pyran-4-yl)ethyl}-1H-pyrrol-2-yl)pyridine). Isolated yield 85.7%. Reaction SMILES: [CH3:1][S:2]([C:5]1[CH:10]=[CH:9][C:8]([CH:11]([CH2:24][CH:25]2[CH2:30][CH2:29][O:28][CH2:27][CH2:26]2)[C:12](=O)[CH2:13][CH2:14][C:15]([C:17]2[CH:22]=[CH:21][CH:20]=[CH:19][N:18]=2)=O)=[CH:7][CH:6]=1)(=[O:4])=[O:3].C([O-])(=O)C.[NH4+:35]>C(O)(=O)C.C(OCC)(=O)C>[CH3:1][S:2]([C:5]1[CH:6]=[CH:7][C:8]([CH:11]([C:12]2[NH:35][C:15]([C:17]3[CH:22]=[CH:21][CH:20]=[CH:19][N:18]=3)=[CH:14][CH:13]=2)[CH2:24][CH:25]2[CH2:26][CH2:27][O:28][CH2:29][CH2:30]2)=[CH:9][CH:10]=1)(=[O:3])=[O:4] |f:1.2|. Procedure details: To a solution of 5-[4-(methylsulfonyl)phenyl]-1-(pyridin-2-yl)-6-(tetrahydro-2H-pyran-4-yl)hexane-1,4-dione (525 mg) in acetic acid (6 mL) was added ammonium acetate (1.50 g), and the mixture was stirred at 110° C. for 45 min. After cooling to room temperature, the reaction mixture was diluted with ethyl acetate and washed with water. The ethyl acetate layer was washed with saturated aqueous sodium hydrogen carbonate and saturated brine, dried (MgSO4) and concentrated. The residue was subjected ... Reactants: [BH4-], C1CCOC1, C=CCCC1(C(=O)NC(Cc2ccc(NC(=O)c3c(Cl)cccc3Cl)cc2)C(=O)OC)CCCC1, CCOC(C)=O, Cl[Cu], [Na+], O. Product: COC(=O)C(Cc1ccc(NC(=O)c2c(Cl)cccc2Cl)cc1)NC(=O)C1(CCCCO)CCCC1. Reaction SMILES: [BH4-:36].[CH2:45]1[O:46][CH2:47][CH2:48][CH2:49]1.[CH3:1][O:2][C:3]([CH:4]([NH:5][C:6](=[O:7])[C:8]1([CH2:13][CH2:14][CH:15]=[CH2:16])[CH2:9][CH2:10][CH2:11][CH2:12]1)[CH2:17][c:18]1[cH:19][cH:20][c:21]([NH:24][C:25](=[O:26])[c:27]2[c:28]([Cl:34])[cH:29][cH:30][cH:31][c:32]2[Cl:33])[cH:22][cH:23]1)=[O:35].[CH3:39][CH2:40][O:41][C:42](=[O:43])[CH3:44].[Cl:50][Cu:51].[Na+:37].[OH2:38]>>[CH3:1][O:2][C:3]([CH:4]([NH:5][C:6](=[O:7])[C:8]1([CH2:13][CH2:14][CH2:15][CH2:16][OH:41])[CH2:9][CH2:10][CH2:11][CH2:12]1)[CH2:17][c:18]1[cH:19][cH:20][c:21]([NH:24][C:25](=[O:26])[c:27]2[c:28]([Cl:34])[cH:29][cH:30][cH:31][c:32]2[Cl:33])[cH:22][cH:23]1)=[O:35]. Reactants: C1(=CC=CC=C1)C=1C(=NC(=NC1)C1=NC=CC=C1)O (5-Phenyl-2-pyridin-2-ylpyrimidin-4-ol), P(=O)(Cl)(Cl)Cl (Phosphorous oxychloride). Run in CC#N (MeCN). Yields the product ClC1=NC(=NC=C1C1=CC=CC=C1)C1=NC=CC=C1 (4-chloro-5-phenyl-2-pyridin-2-ylpyrimidine). RXN SMILES: [C:1]1([C:7]2[C:8](O)=[N:9][C:10]([C:13]3[CH:18]=[CH:17][CH:16]=[CH:15][N:14]=3)=[N:11][CH:12]=2)[CH:6]=[CH:5][CH:4]=[CH:3][CH:2]=1.P(Cl)(Cl)([Cl:22])=O>CC#N>[Cl:22][C:8]1[C:7]([C:1]2[CH:6]=[CH:5][CH:4]=[CH:3][CH:2]=2)=[CH:12][N:11]=[C:10]([C:13]2[CH:18]=[CH:17][CH:16]=[CH:15][N:14]=2)[N:9]=1. Procedure: 5-Phenyl-2-pyridin-2-ylpyrimidin-4-ol (4-1; 206 mg, 0.826 mmol) was stirred in 4 ml of anhydrous MeCN. Phosphorous oxychloride (0.077 ml, 0.83 mmol) was added and the resulting mixture was heated to reflux. After 1 h the reaction was cooled and concentrated in vacuo and quenched with half-saturated aqueous NaHCO3. The mixture was extracted 3× with DCM. The combined organic phases was dried over Na2SO4, filtered and concentrated to provide 4-chloro-5-phenyl-2-pyridin-2-ylpyrimidine (4-2). 1H NMR ...